Dataset: the Open Reaction Database (ORD), a public repository of structured organic reaction records. Task: describe an organic reaction: reactants, conditions, products, and yield Reactants: CCOCCOc1cc(C)c(-c2cccc(CN(c3ccc(CCC(=O)OC)cc3)S(=O)(=O)c3ccccc3[N+](=O)[O-])c2)c(C)c1, CCOC(C)=O, CN(C)C=O, [Li+], [OH-], O, O=C(O)CS. The product is CCOCCOc1cc(C)c(-c2cccc(CNc3ccc(CCC(=O)OC)cc3)c2)c(C)c1. Reaction SMILES: [CH2:1]([CH3:2])[O:3][CH2:4][CH2:5][O:6][c:7]1[cH:8][c:9]([CH3:46])[c:10](-[c:14]2[cH:15][c:16]([CH2:20][N:21]([c:22]3[cH:23][cH:24][c:25]([CH2:28][CH2:29][C:30](=[O:31])[O:32][CH3:33])[cH:26][cH:27]3)[S:34]([c:35]3[cH:36][cH:37][cH:38][cH:39][c:40]3[N+:41]([O-:42])=[O:43])(=[O:44])=[O:45])[cH:17][cH:18][cH:19]2)[c:11]([CH3:13])[cH:12]1.[CH3:55][CH2:56][O:57][C:58](=[O:59])[CH3:60].[CH3:61][N:62]([CH3:63])[CH:64]=[O:65].[Li+:54].[OH-:53].[OH2:52].[SH:47][CH2:48][C:49]([OH:50])=[O:51]>>[CH2:1]([CH3:2])[O:3][CH2:4][CH2:5][O:6][c:7]1[cH:8][c:9]([CH3:46])[c:10](-[c:14]2[cH:15][c:16]([CH2:20][NH:21][c:22]3[cH:23][cH:24][c:25]([CH2:28][CH2:29][C:30](=[O:31])[O:32][CH3:33])[cH:26][cH:27]3)[cH:17][cH:18][cH:19]2)[c:11]([CH3:13])[cH:12]1. Reactants: C(C)(C)N1C=C(C2=CC=C(C=C12)[N+](=O)[O-])C1=CC=C(C#N)C=C1 (4-(1-isopropyl-6-nitro-1H-indol-3-yl)-benzonitrile), NC1=CC=C2C(=CN(C2=C1)C(C)C)C1=CC=C(C#N)C=C1 (4-(6-amino-1-isopropyl-1H-indol-3-yl)-benzonitrile), CC=1C=C2C(=CC1C)N(C3=NC(=O)NC(=O)C3=N2)C[C@@H]([C@@H]([C@@H](CO)O)O)O (E101). The reagents and catalysts are [Pd] (Palladium on activated carbon), [Pt]=O (platinum (II) oxide). The product is NC1=CC=C2C(=CN(C2=C1)C(C)C)C=1C=CC(=NC1)C#N (5-(6-amino-1-isopropyl-1H-indol-3-yl)-pyridine-2-carbonitrile). RXN SMILES: [CH:1]([N:4]1[C:12]2[C:7](=[CH:8][CH:9]=[C:10]([N+:13]([O-])=O)[CH:11]=2)[C:6]([C:16]2[CH:23]=[CH:22][C:19]([C:20]#[N:21])=C[CH:17]=2)=[CH:5]1)([CH3:3])[CH3:2].[NH2:24]C1C=C2C(C(C3C=CC(C#N)=CC=3)=CN2C(C)C)=CC=1.CC1C=C2N=C3C(=NC(NC3=O)=O)N(C[C@H](O)[C@H](O)[C@H](O)CO)C2=CC=1C>[Pd].[Pt]=O>[NH2:13][C:10]1[CH:11]=[C:12]2[C:7]([C:6]([C:16]3[CH:23]=[CH:22][C:19]([C:20]#[N:21])=[N:24][CH:17]=3)=[CH:5][N:4]2[CH:1]([CH3:3])[CH3:2])=[CH:8][CH:9]=1. Procedure: Method F This compound can be prepared from 5-(1-isopropyl-6-nitro-1H-indol-3-yl)-pyridine-2-carbonitrile (4, R1=i-Pr, R3=5-(2-cyanopyridine)) in a manner substantially similar to that described immediately above for 4-(6-amino-1-isopropyl-1H-indol-3-yl)-benzonitrile except Degussa type E101 NE/W 10% Palladium on activated carbon can be used instead of platinum (II) oxide in Method E. LRMS (API ES+)=277.0 (M+H). Reactants: amide, N([C@@H](CCCCNC(C1=CC=C(C)C=C1)(C1=CC=CC=C1)C1=CC=CC=C1)C(=O)O)C(=O)OCC1C2=CC=CC=C2C2=CC=CC=C12 (Fmoc-Lys(Mtt)-OH), CN(C)C(=[N+](C)C)ON1C2=C(C=CC=C2)N=N1.[B-](F)(F)(F)F (TBTU), C=1C=CC2=C(C1)N=NN2O (HOBt). Solvent: CN1CCCC1=O (NMP). Conditions: time 3.5 hour. Yields the product N[C@@H](CCCCNC(C1=CC=C(C)C=C1)(C1=CC=CC=C1)C1=CC=CC=C1)C(=O)O (Lys(Mtt)). As a reaction SMILES: [NH:1](C(OCC1C2C(=CC=CC=2)C2C1=CC=CC=2)=O)[C@H:2]([C:28]([OH:30])=[O:29])[CH2:3][CH2:4][CH2:5][CH2:6][NH:7][C:8]([C:22]1[CH:27]=[CH:26][CH:25]=[CH:24][CH:23]=1)([C:16]1[CH:21]=[CH:20][CH:19]=[CH:18][CH:17]=1)[C:9]1[CH:15]=[CH:14][C:12]([CH3:13])=[CH:11][CH:10]=1.C1C=CC2N(O)N=NC=2C=1.CN(C(ON1N=NC2C=CC=CC1=2)=[N+](C)C)C.[B-](F)(F)(F)F>CN1C(=O)CCC1>[NH2:1][C@H:2]([C:28]([OH:30])=[O:29])[CH2:3][CH2:4][CH2:5][CH2:6][NH:7][C:8]([C:16]1[CH:21]=[CH:20][CH:19]=[CH:18][CH:17]=1)([C:22]1[CH:23]=[CH:24][CH:25]=[CH:26][CH:27]=1)[C:9]1[CH:15]=[CH:14][C:12]([CH3:13])=[CH:11][CH:10]=1 |f:2.3|. Procedure: 2.5 gr Fmoc-Lys(Mtt)-OH was dissolved in 150 ml NMP.620 mg of HOBt was added following the addition of 1.3 gr of TBTU. Then, 3.5 gr of Rink amide resin (0.58 mmole/gr) was added and the reaction was stirred at room temperature for 3.5 hr. Then, the loaded resin was washed with NMP, MeOH, DCM and then dried in vacuum. 4.4 gr. of loaded resin was obtained.